This data is from the Open Reaction Database (ORD), a public repository of structured organic reaction records. The task is: describe an organic reaction: reactants, conditions, products, and yield As a reaction SMILES: [F:1][C:2]([F:37])([F:36])[C:3]1[CH:4]=[C:5]([CH:29]=[C:30]([C:32]([F:35])([F:34])[F:33])[CH:31]=1)[CH2:6][NH:7][CH2:8][C:9]1[CH:10]=[C:11]2[C:26]([CH3:27])=[N:25][N:24]([CH3:28])[C:12]2=[N:13][C:14]=1[N:15]([CH2:18][CH:19]1[CH2:23][CH2:22][CH2:21][CH2:20]1)[CH2:16][CH3:17].C(=O)([O-])[O-].[K+].[K+].Cl[C:45]([O:47][CH3:48])=[O:46].O>C1COCC1>[CH3:48][O:47][C:45](=[O:46])[N:7]([CH2:6][C:5]1[CH:29]=[C:30]([C:32]([F:34])([F:35])[F:33])[CH:31]=[C:3]([C:2]([F:36])([F:1])[F:37])[CH:4]=1)[CH2:8][C:9]1[CH:10]=[C:11]2[C:26]([CH3:27])=[N:25][N:24]([CH3:28])[C:12]2=[N:13][C:14]=1[N:15]([CH2:18][CH:19]1[CH2:23][CH2:22][CH2:21][CH2:20]1)[CH2:16][CH3:17] |f:1.2.3|. Reaction conditions: time 20 minute. Yields the product COC(N(CC=1C=C2C(=NC1N(CC)CC1CCCC1)N(N=C2C)C)CC2=CC(=CC(=C2)C(F)(F)F)C(F)(F)F)=O ((3,5-bis-trifluoromethyl-benzyl)-[6-(cyclopentylmethyl-ethyl-amino)-1,3-dimethyl-1H-pyrazolo[3,4-b]pyridine-5-ylmethyl]-carbamic acid methyl ester). The reactants are O (water), FC(C=1C=C(CNCC=2C=C3C(=NC2N(CC)CC2CCCC2)N(N=C3C)C)C=C(C1)C(F)(F)F)(F)F ({5-[(3,5-bis-trifluoromethyl-benzylamino)-methyl]-1,3-dimethyl-1H-pyrazolo[3,4-b]pyridin-6-yl}-cyclopentylmethyl-ethyl-amine), C([O-])([O-])=O.[K+].[K+] (potassium carbonate), ClC(=O)OC (methyl chloroformate). Procedure: A mixture of {5-[(3,5-bis-trifluoromethyl-benzylamino)-methyl]-1,3-dimethyl-1H-pyrazolo[3,4-b]pyridin-6-yl}-cyclopentylmethyl-ethyl-amine (0.25 g, 0.47 mmol) and potassium carbonate (0.19 g, 1.4 mmol) in THF (10 mL) was stirred for 20 min at RT. Thereafter, methyl chloroformate (0.55 mL, 0.7 mmol) was added and stirring was continued overnight. To this mixture was added water (100 mL) and the product was extracted with ethyl acetate (3×100 mL). The organic extracts were combined and concentrated... Run in C1CCOC1 (THF). Reactants: ice, ice H2O, C(C)(=O)OCCC(C=C)(C)O (3-hydroxy-3-methyl-4-pentenyl acetate), [Cl-].[Al+3].[Cl-].[Cl-] (aluminum chloride), CC=1C(=C(C(=C(O)C1)C)C)O (trimethylhydroquinone). Solvent: C(Cl)Cl (methylene chloride), [N+](=O)([O-])C (nitromethane), C(Cl)Cl (methylene chloride). Conditions: time 5 minute. Yields the product C(C)(=O)OCCC1(OC2=C(C(=C(C(=C2CC1)C)O)C)C)C ((±)-2-(2-acetoxyethyl)-6-hydroxy-2,5,7,8-tetramethylchroman). Reaction SMILES: [Cl-].[Al+3].[Cl-].[Cl-].[CH3:5][C:6]1[C:7]([OH:15])=[C:8]([CH3:14])[C:9]([CH3:13])=[C:10]([CH:12]=1)O.[C:16]([O:19][CH2:20][CH2:21][C:22]([OH:26])([CH3:25])[CH:23]=[CH2:24])(=[O:18])[CH3:17]>C(Cl)Cl.[N+](C)([O-])=O>[C:16]([O:19][CH2:20][CH2:21][C:22]1([CH3:25])[CH2:23][CH2:24][C:12]2[C:10](=[C:9]([CH3:13])[C:8]([CH3:14])=[C:7]([OH:15])[C:6]=2[CH3:5])[O:26]1)(=[O:18])[CH3:17] |f:0.1.2.3|. Procedure: To an ice-cooled mixture of 3.37 g. of aluminum chloride and 40 ml. of methylene chloride was added, dropwise, 3.37 ml. of nitromethane. The resulting solution was stirred 5 minutes, and then 5.114 g. of trimethylhydroquinone was added in one portion. The green mixture was cooled to -20° and a solution of 5.35 g. of 3-hydroxy-3-methyl-4-pentenyl acetate in 20 ml. of methylene chloride was added over 1.0 hour. The mixture was allowed to warm to room temperature, kept there for 2 hours and poured ... Reactants: C(CCCCCCCCCCCCCC)C=1OC=CC1 (2-(pentadecyl)furan), BrCCCCCCCCCCCCCCC (1-bromopentadecane). Product: C(CCCCCCCCCCCCCCCC)C=1OC=CC1 (2-(heptadecyl)furan). As a reaction SMILES: [CH2:1]([C:16]1[O:17][CH:18]=[CH:19][CH:20]=1)[CH2:2][CH2:3][CH2:4][CH2:5][CH2:6][CH2:7][CH2:8][CH2:9][CH2:10][CH2:11][CH2:12][CH2:13][CH2:14][CH3:15].Br[CH2:22][CH2:23]CCCCCCCCCCCCC>>[CH2:1]([C:16]1[O:17][CH:18]=[CH:19][CH:20]=1)[CH2:2][CH2:3][CH2:4][CH2:5][CH2:6][CH2:7][CH2:8][CH2:9][CH2:10][CH2:11][CH2:12][CH2:13][CH2:14][CH2:15][CH2:22][CH3:23]. Procedure: 2-(heptadecyl)furan (4) was prepared exactly as described above for 2-(pentadecyl)furan, substituting 1-bromo heptadecane for 1-bromopentadecane. The chromatographed product was recrystallized from methanol as described above to afford of 2-(heptadecyl)furan (4) in 48% yield. Reactants: NC(CCCCC(=O)OC)C1=C(C=CC=C1OC)OC (methyl 6-amino-6-(2,6-dimethoxyphenyl)hexanoate), C1(=CC=CC=C1)N1N=CC(=C1)C=O (1-phenyl-1H-pyrazole-4-carbaldehyde). The product is COC1=C(C(=CC=C1)OC)C1CCCCC(N1CC=1C=NN(C1)C1=CC=CC=C1)=O (7-(2,6-dimethoxyphenyl)-1-((1-phenyl-1H-pyrazol-4-yl)methyl)azepan-2-one). RXN SMILES: [NH2:1][CH:2]([C:11]1[C:16]([O:17][CH3:18])=[CH:15][CH:14]=[CH:13][C:12]=1[O:19][CH3:20])[CH2:3][CH2:4][CH2:5][CH2:6][C:7]([O:9]C)=O.[C:21]1([N:27]2[CH:31]=[C:30]([CH:32]=O)[CH:29]=[N:28]2)[CH:26]=[CH:25][CH:24]=[CH:23][CH:22]=1>>[CH3:20][O:19][C:12]1[CH:13]=[CH:14][CH:15]=[C:16]([O:17][CH3:18])[C:11]=1[CH:2]1[N:1]([CH2:32][C:30]2[CH:29]=[N:28][N:27]([C:21]3[CH:22]=[CH:23][CH:24]=[CH:25][CH:26]=3)[CH:31]=2)[C:7](=[O:9])[CH2:6][CH2:5][CH2:4][CH2:3]1. Reported procedure: Prepared according to the described general procedure 1 (GP1) by reaction of methyl 6-amino-6-(2,6-dimethoxyphenyl)hexanoate with commercially available 1-phenyl-1H-pyrazole-4-carbaldehyde. Subsequent purification by preparative HPLC the target compound. LC-MS (conditions I): tR=1.27 min.; [M+H]+: 405.81 g/mol.